The task is: describe an organic reaction: reactants, conditions, products, and yield. This data is from the Open Reaction Database (ORD), a public repository of structured organic reaction records. The reactants are O=S1(OC2=C(C=N1)C=C(C=C2I)C(C)(C)C)=O (2,2-dioxo-6-(1,1-dimethylethyl)-8-iodo-1,2,3-benzoxathiazine), O=S1(OC2=C(C=N1)C=C(C=C2SC)C(C)(C)C)=O (2,2-dioxo-6-(1,1-dimethylethyl)-8-methylthio-1,2,3-benzoxathiazine). Yields the product O=S1(OC2=C(CN1)C=C(C=C2SC)C(C)(C)C)=O (2,2-dioxo-3,4-dihydro-6-(1,1-dimethylethyl)-8-methylthio-1,2,3-benzoxathiazine). As a reaction SMILES: O=S1(=O)N=CC2C=C(C(C)(C)C)C=C(I)C=2O1.[O:18]=[S:19]1(=[O:35])[N:24]=[CH:23][C:22]2[CH:25]=[C:26]([C:31]([CH3:34])([CH3:33])[CH3:32])[CH:27]=[C:28]([S:29][CH3:30])[C:21]=2[O:20]1>>[O:35]=[S:19]1(=[O:18])[NH:24][CH2:23][C:22]2[CH:25]=[C:26]([C:31]([CH3:33])([CH3:32])[CH3:34])[CH:27]=[C:28]([S:29][CH3:30])[C:21]=2[O:20]1. Procedure details: This compound is prepared by essentially the same method as described in Example 8 except that the 2,2-dioxo-6-(1,1-dimethylethyl)-8-iodo-1,2,3-benzoxathiazine is replaced by 2,2-dioxo-6-(1,1-dimethylethyl)-8-methylthio-1,2,3-benzoxathiazine. Thereby is obtained 2,2-dioxo-3,4-dihydro-6-(1,1-dimethylethyl)-8-methylthio-1,2,3-benzoxathiazine. Reactants: C(C)(C)(C)OC(=O)N[C@@H](C(=O)[O-])[C@H](CC)O ((2R*,3S*)-2-(tert-butoxy-carbonylamino)-3-hydroxy-pentanoate). Solvent: Cl (HCl). Run at temperature 130 celsius, time 30 minute. Yields the product N[C@@H](C(=O)O)[C@H](CC)O ((2R*,3S*)-2-amino-3-hydroxy-pentanoic acid). Reaction SMILES: C(OC([NH:8][C@H:9]([C@@H:13]([OH:16])[CH2:14][CH3:15])[C:10]([O-:12])=[O:11])=O)(C)(C)C>Cl>[NH2:8][C@H:9]([C@@H:13]([OH:16])[CH2:14][CH3:15])[C:10]([OH:12])=[O:11]. Procedure: In a 35 ml microwave vial, the diastereomeric mixture containing ethyl (2R*,3R*) and (2R*,3S*)-2-(tert-butoxy-carbonylamino)-3-hydroxy-pentanoate (0.2 g, 0.81 mmol) was dissolved in a 6.0 M HCl solution (15 mL) and stirred at 130° C. for 30 min. The reaction mixture was concentrated under reduced pressure giving a yellowish solid crude product, as a diastereoisomeric mixture (anti:syn=8:2), which was used without further purification in the following step. MS (ESI) m/z: 134 [M−H]+; (ESI) m/z: 13... The reactants are NC1=C(C=C(C(=O)O)C=C1)OCCCCC (4-Amino-3-pentyloxybenzoic acid), C(Cl)Cl (methylene chloride), N1=CC=CC=C1 (pyridine), C(CCCC)(=O)Cl (valeryl chloride). Run in O (Water). Conditions: time 0.5 hour. The product is C(CCCC)(=O)NC1=C(C=C(C(=O)O)C=C1)OCCCCC (4-pentanoylamino-3-pentyloxybenzoic acid). Isolated yield 39.6%. As a reaction SMILES: [NH2:1][C:2]1[CH:10]=[CH:9][C:5]([C:6]([OH:8])=[O:7])=[CH:4][C:3]=1[O:11][CH2:12][CH2:13][CH2:14][CH2:15][CH3:16].C(Cl)Cl.N1C=CC=CC=1.[C:26](Cl)(=[O:31])[CH2:27][CH2:28][CH2:29][CH3:30]>O>[C:26]([NH:1][C:2]1[CH:10]=[CH:9][C:5]([C:6]([OH:8])=[O:7])=[CH:4][C:3]=1[O:11][CH2:12][CH2:13][CH2:14][CH2:15][CH3:16])(=[O:31])[CH2:27][CH2:28][CH2:29][CH3:30]. Procedure: 4-Amino-3-pentyloxybenzoic acid (200 mg, 0.90 mmol), methylene chloride (5 ml) and pyridine (0.081 ml, 1.0 mmol) were mixed, and valeryl chloride (0.11 ml, 0.90 mmol) was added to this solution. The mixture was stirred at room temperature for 0.5 hour. Water was added to the reaction mixture, and the aqueous layer was extracted 3 times with ethyl acetate (5 ml). The organic layers were combined, washed with saturated brine (10 ml), and dried over anhydrous magnesium sulfate. The drying agent was...